This data is from the Open Reaction Database (ORD), a public repository of structured organic reaction records. The task is: describe an organic reaction: reactants, conditions, products, and yield Reactants: [OH-].[Na+] (NaOH), C(CN)N (ethylenediamine), N1=C(Cl)N=C(Cl)N=C1Cl (cyanuric chloride). The solvent is O (water), CC(=O)C (acetone), CC(=O)C (acetone), ice water. Reaction conditions: time 30 minute. Yields the product ClC1=NC(=NC(=N1)Cl)NCCNC1=NC(=NC(=N1)Cl)Cl (N,N'-Bis-(2,4-dichloro-1,3,5-triazin-6-yl)-ethylenediamine). As a reaction SMILES: [CH2:1]([NH2:4])[CH2:2][NH2:3].[N:5]1[C:12]([Cl:13])=[N:11][C:9]([Cl:10])=[N:8][C:6]=1Cl.[OH-].[Na+]>CC(C)=O.O>[Cl:10][C:9]1[N:11]=[C:12]([Cl:13])[N:5]=[C:6]([NH:3][CH2:2][CH2:1][NH:4][C:6]2[N:5]=[C:12]([Cl:13])[N:11]=[C:9]([Cl:10])[N:8]=2)[N:8]=1 |f:2.3|. Procedure: A solution of 15 g (0.25 mole) of ethylenediamine in 125 ml of cold acetone is added dropwise, at 0° to 5° C., to 92.2 g (0.5 mole) of cyanuric chloride, dissolved in 500 ml of acetone. The mixture is subsequently stirred for 30 minutes and a solution of 20 g (0.5 mole) of NaOH in 125 ml of water is then slowly added at 0° to 5° C. After stirring the mixture at the same temperature for four hours, it is diluted with 500 ml of ice-water and the solid is filtered off. The desired compound is obtai...